Dataset: the Open Reaction Database (ORD), a public repository of structured organic reaction records. Task: describe an organic reaction: reactants, conditions, products, and yield The reactants are [Li+].CC(C)[N-]C(C)C (LDA), ClC1=C(SC=C1)C(=O)O (3-chlorothiophene-2-carboxylic acid), BrCCBr (1,2-dibromo-ethane), Cl (HCl), [Li]CCCC (n-BuLi). The solvent is C1CCOC1 (THF), C1CCOC1 (THF), C1CCOC1 (THF). Conditions: temperature 0 celsius, time 1 hour. Yields the product BrC1=CC(=C(S1)C(=O)O)Cl (5-bromo-3-chlorothiophene-2-carboxylic acid). Isolated yield 39816.9%. As a reaction SMILES: [Li]CCCC.[Li+].CC([N-]C(C)C)C.[Cl:14][C:15]1[CH:19]=[CH:18][S:17][C:16]=1[C:20]([OH:22])=[O:21].[Br:23]CCBr.Cl>C1COCC1>[Br:23][C:18]1[S:17][C:16]([C:20]([OH:22])=[O:21])=[C:15]([Cl:14])[CH:19]=1 |f:1.2|. Reported procedure: To a solution of DIPA (26.3 g, 0.26 mol) in 400 mL of dry THF was added a solution of n-BuLi (104 mL, 0.26 mol, 2.5M in n-hexane) at −78° C. under nitrogen. After the addition was completed, the mixture was stirring for 1 h and then warmed to 0° C. and stirred for 30 min. To above LDA solution was added a solution of 3-chlorothiophene-2-carboxylic acid (21 g, 0.13 mol) in THF (50 mL) at −78° C. After stirring for 1 h, a solution of 1,2-dibromo-ethane (48.9 g, 0.26 mmol) in THF (50 mL) was added ... Starting materials: S(=O)(Cl)Cl (Thionyl chloride), BrC1=CC=C(C=C1)CCS(=O)(=O)[O-].[Na+] (sodium 2-(4-bromo-phenyl)-ethanesulfonate), C1=CC=CC=C1 (benzene). Solvent: CN(C=O)C (N,N-dimethylformamide). Yields the product BrC1=CC=C(C=C1)CCS(=O)(=O)Cl (2-(4-Bromo-phenyl)-ethanesulfonyl chloride). Yield: 94.9%. RXN SMILES: S(Cl)([Cl:3])=O.[Br:5][C:6]1[CH:11]=[CH:10][C:9]([CH2:12][CH2:13][S:14]([O-:17])(=O)=[O:15])=[CH:8][CH:7]=1.[Na+].C1C=CC=CC=1>CN(C)C=O>[Br:5][C:6]1[CH:11]=[CH:10][C:9]([CH2:12][CH2:13][S:14]([Cl:3])(=[O:17])=[O:15])=[CH:8][CH:7]=1 |f:1.2|. Reported procedure: Thionyl chloride (1.51 mL, 20.8 mmol) was added dropwise at 0° C. to a suspension of sodium 2-(4-bromo-phenyl)-ethanesulfonate (4.33 g, 15.08 mmol) in a mixture of anhydrous benzene (50 mL) and N,N-dimethylformamide (1 mL). The reaction mixture was allowed to warm to room temperature and was then heated at 80° C. for 18 hours. The reaction mixture was cooled to room temperature and filtered through a pad of Celite. The solids were washed with benzene and the combined filtrates were concentrated ... The reactants are ON\C(\C=1C=CC=C2C(=CNC12)CCC(=O)OCC)=N/[H] (Ethyl 3-{7-[(Z)-(hydroxyamino)(imino)methyl]-1H-indol-3-yl}propanoate), CCN=C=NCCCN(C)C (EDCI), C=1C=CC2=C(C1)N=NN2O (HOBT), CC(C)OC1=C(C=C(C=N1)C(=O)O)OC (6-[(1-methylethyl)oxy]-5-(methyloxy)-3-pyridinecarboxylic acid), CCCC[N+](CCCC)(CCCC)CCCC.[F-] (TBAF). The solvent is C1CCOC1 (THF), C1CCOC1 (THF). Conditions: time 30 minute. Product: CC(C)OC1=C(C=C(C=N1)C1=NC(=NO1)C=1C=CC=C2C(=CNC12)CCC(=O)OCC)OC (Ethyl 3-(7-{5-[6-[(1-methylethyl)oxy]-5-(methyloxy)-3-pyridinyl]-1,2,4-oxadiazol-3-yl}-1H-indol-3-yl)propanoate). Yield: 88.2%. As a reaction SMILES: CCN=C=NCCCN(C)C.C1C=CC2N(O)N=NC=2C=1.[CH3:22][CH:23]([O:25][C:26]1[N:31]=[CH:30][C:29]([C:32]([OH:34])=O)=[CH:28][C:27]=1[O:35][CH3:36])[CH3:24].O[NH:38]/[C:39](=[N:56]\[H])/[C:40]1[CH:41]=[CH:42][CH:43]=[C:44]2[C:48]=1[NH:47][CH:46]=[C:45]2[CH2:49][CH2:50][C:51]([O:53][CH2:54][CH3:55])=[O:52].CCCC[N+](CCCC)(CCCC)CCCC.[F-]>C1COCC1>[CH3:24][CH:23]([O:25][C:26]1[N:31]=[CH:30][C:29]([C:32]2[O:34][N:56]=[C:39]([C:40]3[CH:41]=[CH:42][CH:43]=[C:44]4[C:48]=3[NH:47][CH:46]=[C:45]4[CH2:49][CH2:50][C:51]([O:53][CH2:54][CH3:55])=[O:52])[N:38]=2)=[CH:28][C:27]=1[O:35][CH3:36])[CH3:22] |f:4.5|. Procedure: EDCI (289 mg) and HOBT (220 mg) were added to a solution of 6-[(1-methylethyl)oxy]-5-(methyloxy)-3-pyridinecarboxylic acid (152 mg) in THF (3 mL) at RT. The resulting solution was stirred for 30 mins. Ethyl 3-{7-[(Z)-(hydroxyamino)(imino)methyl]-1H-indol-3-yl}propanoate (D35) (250 mg) in THF (3 mL) was added and the reaction mixture was stirred at RT for 2 hours. TBAF (910 mg) was then added. The reaction vessel was sealed and heated in Biotage Initiator using initial normal to 120° C. for 90 mi...